This data is from the Open Reaction Database (ORD), a public repository of structured organic reaction records. The task is: describe an organic reaction: reactants, conditions, products, and yield Reactants: BrC1=CC=C(C=C1)C1=C(C(=NO1)C)[C@@H](CS(=O)CC1=CC=CC=C1)O ((S)-1-[5-(4-bromo-phenyl)-3-methyl-isoxazol-4-yl]-2-phenylmethanesulfinyl-ethanol), C(C)OC(=O)C1(CC1)C1=CC=C(C=C1)B1OC(C(O1)(C)C)(C)C (1-[4-(4,4,5,5-tetramethyl-[1,3,2]dioxaborolan-2-yl)-phenyl]-cyclopropanecarboxylic acid ethyl ester). Product: C(C)OC(=O)C1(CC1)C1=CC=C(C=C1)C1=CC=C(C=C1)C1=C(C(=NO1)C)[C@@H](CS(=O)CC1=CC=CC=C1)O (1-{4′-[4-((S)-1-Hydroxy-2-phenylmethanesulfinyl-ethyl)-3-methyl-isoxazol-5-yl]-biphenyl-4-yl}-cyclopropanecarboxylic acid ethyl ester). As a reaction SMILES: Br[C:2]1[CH:7]=[CH:6][C:5]([C:8]2[O:12][N:11]=[C:10]([CH3:13])[C:9]=2[C@H:14]([OH:25])[CH2:15][S:16]([CH2:18][C:19]2[CH:24]=[CH:23][CH:22]=[CH:21][CH:20]=2)=[O:17])=[CH:4][CH:3]=1.[CH2:26]([O:28][C:29]([C:31]1([C:34]2[CH:39]=[CH:38][C:37](B3OC(C)(C)C(C)(C)O3)=[CH:36][CH:35]=2)[CH2:33][CH2:32]1)=[O:30])[CH3:27]>>[CH2:26]([O:28][C:29]([C:31]1([C:34]2[CH:39]=[CH:38][C:37]([C:2]3[CH:7]=[CH:6][C:5]([C:8]4[O:12][N:11]=[C:10]([CH3:13])[C:9]=4[C@H:14]([OH:25])[CH2:15][S:16]([CH2:18][C:19]4[CH:24]=[CH:23][CH:22]=[CH:21][CH:20]=4)=[O:17])=[CH:4][CH:3]=3)=[CH:36][CH:35]=2)[CH2:32][CH2:33]1)=[O:30])[CH3:27]. Procedure details: Prepared according to the procedure described in Example 110, Step 3, using (S)-1-[5-(4-bromo-phenyl)-3-methyl-isoxazol-4-yl]-2-phenylmethanesulfinyl-ethanol and 1-[4-(4,4,5,5-tetramethyl-[1,3,2]dioxaborolan-2-yl)-phenyl]-cyclopropanecarboxylic acid ethyl ester. The reactants are [Al+3], C1CCOC1, CCOC(=O)C(C)(C)c1cc2cc([N+](=O)[O-])ccc2[nH]1, [H-], [H-], [H-], [H-], [Li+], [Na+], [OH-], O. RXN SMILES: [Al+3:2].[CH2:30]1[O:31][CH2:32][CH2:33][CH2:34]1.[CH3:7][C:8]([C:9](=[O:10])[O:11][CH2:12][CH3:13])([CH3:14])[c:15]1[nH:16][c:17]2[cH:18][cH:19][c:20]([N+:24](=[O:25])[O-:26])[cH:21][c:22]2[cH:23]1.[H-:1].[H-:4].[H-:5].[H-:6].[Li+:3].[Na+:29].[OH-:28].[OH2:27]>>[CH3:7][C:8]([CH2:9][OH:10])([CH3:14])[c:15]1[nH:16][c:17]2[cH:18][cH:19][c:20]([N+:24](=[O:25])[O-:26])[cH:21][c:22]2[cH:23]1. Product: CC(C)(CO)c1cc2cc([N+](=O)[O-])ccc2[nH]1. Starting materials: Cl[Si]1(CC(CC1)S)C (1-chloro-1-methyl-3-mercaptosilacyclopentane), S(=O)(=O)(Cl)Cl (Sulfuryl chloride). The solvent is CCCCCCC (n-heptane). Reaction conditions: time 3 minute. The product is Cl[Si]1(CC(CC1)SSC1C[Si](CC1)(C)Cl)C (Bis(1-Chloro-1-Methyl-1-Sila-3-Cyclopentyl) Disulfide). Reaction SMILES: [Cl:1][Si:2]1([CH3:8])[CH2:6][CH2:5][CH:4]([SH:7])[CH2:3]1.S(Cl)(Cl)(=O)=O>CCCCCCC>[Cl:1][Si:2]1([CH3:8])[CH2:6][CH2:5][CH:4]([S:7][S:7][CH:4]2[CH2:5][CH2:6][Si:2]([Cl:1])([CH3:8])[CH2:3]2)[CH2:3]1. Reported procedure: To a 0.5 liter 3-neck round bottom glass flask fitted with a magnetic stirrer, dropping funnel and a nitrogen source was added 33.4 grams (0.20 moles) of 1-chloro-1-methyl-3-mercaptosilacyclopentane and 0.025 liters of n-heptane. Sulfuryl chloride, 13.5 grams (0.10 moles) was rapidly added at 25 C. to the stirred mixture within 3 minutes. After an additional stirring for 42 hours at ambient room temperature, the solvent was removed at about 50 -75 C./20-50 mm and nitrogen bubbled through the vis... Reactants: C(C)OC(NN=CC=1N=C(NC1)C1=C(C=CC=C1)OCCC)=O (3-[(2-o-propoxyphenyl-4-imidazolyl)methylene]carbazic acid ethyl ester), C1(=CC=CC=C1)OC1=CC=CC=C1 (diphenyl ether). Run in petroleum ether. Product: C(CC)OC1=C(C=CC=C1)C1=NC=C2N1C(NN=C2)=O (6-o-Propoxyphenyl-imidazo[1,5-d]-as-triazine-4(3H)-one). RXN SMILES: C([O:3][C:4](=O)[NH:5][N:6]=[CH:7][C:8]1[N:9]=[C:10]([C:13]2[CH:18]=[CH:17][CH:16]=[CH:15][C:14]=2[O:19][CH2:20][CH2:21][CH3:22])[NH:11][CH:12]=1)C.C1(OC2C=CC=CC=2)C=CC=CC=1>>[CH2:20]([O:19][C:14]1[CH:15]=[CH:16][CH:17]=[CH:18][C:13]=1[C:10]1[N:9]2[C:4](=[O:3])[NH:5][N:6]=[CH:7][C:8]2=[CH:12][N:11]=1)[CH2:21][CH3:22]. Reported procedure: A 10.5 gm. portion of 3-[(2-o-propoxyphenyl-4-imidazolyl)methylene]carbazic acid ethyl ester in 100 ml. of diphenyl ether is heated on an oil bath with stirring at 255°-265° C. until effervesence subsides. the mixture is cooled to room temperature. The addition of petroleum ether produces a solid which is recrystallized from methanol with the aid of charcoal giving the desired product as a bright yellow solid, m.p. 197°-200° C. The product is ClC1=C(C(=O)Cl)C(=CC(=C1)Cl)Cl (2,4,6-trichlorobenzoyl chloride). Procedure details: A solution of 2,4,6-trichlorobenzoic acid (1.0 g, 4.0 mmol) in SOCl2 (5 mL) was heated to reflux for 30 min under nitrogen atmosphere. The reaction was concentrated under reduced pressure to give 2,4,6-trichlorobenzoyl chloride (900 mg, 93% yield), which was used in the next step without further purification. As a reaction SMILES: [Cl:1][C:2]1[CH:10]=[C:9]([Cl:11])[CH:8]=[C:7]([Cl:12])[C:3]=1[C:4](O)=[O:5].O=S(Cl)[Cl:15]>>[Cl:1][C:2]1[CH:10]=[C:9]([Cl:11])[CH:8]=[C:7]([Cl:12])[C:3]=1[C:4]([Cl:15])=[O:5]. Yield: 93.0%. Starting materials: ClC1=C(C(=O)O)C(=CC(=C1)Cl)Cl (2,4,6-trichlorobenzoic acid), O=S(Cl)Cl (SOCl2). The reactants are ClCCl, O=S(=O)(OS(=O)(=O)C(F)(F)F)C(F)(F)F, O=C1CCc2c(O)cccc2N1, c1ccncc1. Yields the product O=C1CCc2c(cccc2OS(=O)(=O)C(F)(F)F)N1. Reaction SMILES: [Cl:34][CH2:35][Cl:36].[F:7][C:8]([F:9])([F:10])[S:11](=[O:12])(=[O:13])[O:14][S:15]([C:16]([F:17])([F:18])[F:19])(=[O:20])=[O:21].[OH:22][c:23]1[c:24]2[c:29]([cH:30][cH:31][cH:32]1)[NH:28][C:27](=[O:33])[CH2:26][CH2:25]2.[cH:1]1[cH:2][cH:3][n:4][cH:5][cH:6]1>>[F:7][C:8]([F:9])([F:10])[S:11](=[O:12])(=[O:13])[O:14][c:23]1[c:24]2[c:29]([cH:30][cH:31][cH:32]1)[NH:28][C:27](=[O:33])[CH2:26][CH2:25]2. Reactants: BrC1=CC(=C(C=C1)N(CCO)CC(F)(F)F)C(F)(F)F (2-[[4-bromo-2-(trifluoromethyl)phenyl](2,2,2-trifluoroethyl)amino]ethanol), CN(C)C=O (DMF), [NH4+].[OH-] (NH4OH). Reagents/catalysts: C=1C=CC(=CC1)[P](C=2C=CC=CC2)(C=3C=CC=CC3)[Pd]([P](C=4C=CC=CC4)(C=5C=CC=CC5)C=6C=CC=CC6)([P](C=7C=CC=CC7)(C=8C=CC=CC8)C=9C=CC=CC9)[P](C=1C=CC=CC1)(C=1C=CC=CC1)C=1C=CC=CC1 (Pd(PPh3)4), [C-]#N.[C-]#N.[Zn+2] (Zn(CN)2). Reaction conditions: temperature 80 celsius. The product is OCCN(C1=C(C=C(C#N)C=C1)C(F)(F)F)CC(F)(F)F (4-[(2-Hydroxyethyl)(2,2,2-trifluoroethyl)amino]-3-(trifluoromethyl)benzonitrile). Reaction SMILES: Br[C:2]1[CH:7]=[CH:6][C:5]([N:8]([CH2:12][C:13]([F:16])([F:15])[F:14])[CH2:9][CH2:10][OH:11])=[C:4]([C:17]([F:20])([F:19])[F:18])[CH:3]=1.[NH4+].[OH-].[CH3:23][N:24](C=O)C>[C-]#N.[C-]#N.[Zn+2].C1C=CC([P]([Pd]([P](C2C=CC=CC=2)(C2C=CC=CC=2)C2C=CC=CC=2)([P](C2C=CC=CC=2)(C2C=CC=CC=2)C2C=CC=CC=2)[P](C2C=CC=CC=2)(C2C=CC=CC=2)C2C=CC=CC=2)(C2C=CC=CC=2)C2C=CC=CC=2)=CC=1>[OH:11][CH2:10][CH2:9][N:8]([CH2:12][C:13]([F:16])([F:15])[F:14])[C:5]1[CH:6]=[CH:7][C:2]([C:23]#[N:24])=[CH:3][C:4]=1[C:17]([F:20])([F:19])[F:18] |f:1.2,4.5.6,^1:36,38,57,76|. Procedure details: A mixture of 2-[[4-bromo-2-(trifluoromethyl)phenyl](2,2,2-trifluoroethyl)amino]ethanol (0.699 g, 1.92 mmol) and Zn(CN)2 (0.157 g, 1.34 mmol) in DMF (5 mL) was sparged with N2 for 15 min at rt and Pd(PPh3)4 (0.111 g, 0.096 mmol) was added in one portion, taking care not to allow air into the reaction flask. The mixture was heated to 80° C. under N2 for 40 min, cooled, poured into dilute NH4OH, and the whole was extracted with Et2O (×3). The combined organic portions were washed (water, brine), dr... Reaction SMILES: [C:1]([C:4]1[CH:9]=[CH:8][CH:7]=[CH:6][C:5]=1[NH:10][C:11](=[O:13])[CH3:12])(=[O:3])[CH3:2].[BrH:14].BrBr>C(O)(=O)C>[Br:14][CH2:2][C:1]([C:4]1[CH:9]=[CH:8][CH:7]=[CH:6][C:5]=1[NH:10][C:11](=[O:13])[CH3:12])=[O:3]. Procedure: 31 g (0.175 mol) of N-(2-Acetylphenyl)-acetamide (prepared by acylation of 2-aminoacetophenone with acetyl chloride as described by Fuerstner, Alois; Jumbam, Denis N.; Tetrahedron; 48; 29; 5991-6010, (1992)) was dissolved in 200 ml of glacial acetic acid. 127 ml of 33% strength HBr in glacial acetic acid was added and then, at room temperature, 8.75 ml (0.175 mol) of bromine was slowly run in. The mixture was stirred at room temperature overnight. The mixture was stirred into 1.5 l of ice-water,... Starting materials: Br (HBr), ice water, C(C)(=O)C1=C(C=CC=C1)NC(C)=O (N-(2-Acetylphenyl)-acetamide), BrBr (bromine). Product: BrCC(=O)C1=C(C=CC=C1)NC(C)=O (N-[2-(2-Bromo-acetyl)-phenyl]-acetamide). Conditions: time 8 hour. Solvent: C(C)(=O)O (acetic acid), C(C)(=O)O (acetic acid).